From a dataset of the Open Reaction Database (ORD), a public repository of structured organic reaction records. describe an organic reaction: reactants, conditions, products, and yield Reactants: CSCCC(N)C(=O)O, CS(=O)(=O)O, COc1cc2nc(-c3ccc(-c4ccccc4)c(F)c3)[nH]c(=O)c2cc1OC. Yields the product COc1cc2nc(-c3ccc(-c4ccccc4)c(F)c3)[nH]c(=O)c2cc1O. Reaction SMILES: [CH3:29][S:30][CH2:31][CH2:32][CH:33]([C:34](=[O:35])[OH:36])[NH2:37].[CH3:38][S:39](=[O:40])(=[O:41])[OH:42].[F:1][c:2]1[cH:3][c:4](-[c:14]2[n:15][c:16]3[cH:17][c:18]([O:27][CH3:28])[c:19]([O:25][CH3:26])[cH:20][c:21]3[c:22](=[O:24])[nH:23]2)[cH:5][cH:6][c:7]1-[c:8]1[cH:9][cH:10][cH:11][cH:12][cH:13]1>>[F:1][c:2]1[cH:3][c:4](-[c:14]2[n:15][c:16]3[cH:17][c:18]([O:27][CH3:28])[c:19]([OH:25])[cH:20][c:21]3[c:22](=[O:24])[nH:23]2)[cH:5][cH:6][c:7]1-[c:8]1[cH:9][cH:10][cH:11][cH:12][cH:13]1. Starting materials: S(=O)(Cl)Cl (thionyl chloride), O=C1OCC2=CC(=CC=C12)C(=O)NC(CO)(C)C (2-[[(1-oxo-1,3-dihydroisobenzofuran-5-yl)carbonyl]amino]-2-methyl-1-propanol), S(=O)(Cl)Cl (thionyl chloride). Run in C1(=CC=CC=C1)C (toluene). Conditions: temperature 29 celsius. Yields the product CC1(N=C(OC1)C=1C=C2COC(C2=CC1)=O)C (4,4-Dimethyl-2-(1-oxo-1,3-dihydroisobenzofuran-5-yl)oxazoline). RXN SMILES: S(Cl)(Cl)=O.[O:5]=[C:6]1[C:14]2[C:9](=[CH:10][C:11]([C:15]([NH:17][C:18]([CH3:22])([CH3:21])[CH2:19][OH:20])=O)=[CH:12][CH:13]=2)[CH2:8][O:7]1>C1(C)C=CC=CC=1>[CH3:21][C:18]1([CH3:22])[CH2:19][O:20][C:15]([C:11]2[CH:10]=[C:9]3[C:14](=[CH:13][CH:12]=2)[C:6](=[O:5])[O:7][CH2:8]3)=[N:17]1. Reported procedure: To stirred thionyl chloride (800 ml), at 0° C., 2-[[(1-oxo-1,3-dihydroisobenzofuran-5-yl)carbonyl]amino]-2-methyl-1-propanol (560 g, 2.25 mol) is added portionwise while maintaining the temperature below 10° C. The temperature is allowed to rise, and then the mixture is heated between 28-30° C. for 5 hours. The thionyl chloride is destined off under reduce pressure at 60° C. The residue is taken up in toluene (2×700 ml) and concentrated under reduce pressure at 60° C. The solid is filtered off, ... Reactants: CCOC(C)=O, O=c1[nH]nc2c(-c3ccc(Cl)cc3)c(-c3ccc(Cl)cc3)cnn12, [K+], [K+], O=C([O-])[O-], c1ccc(CC2CO2)cc1, CN(C)C=O. The product is O=c1n(CC(O)Cc2ccccc2)nc2c(-c3ccc(Cl)cc3)c(-c3ccc(Cl)cc3)cnn12. RXN SMILES: [CH3:46][CH2:47][O:48][C:49](=[O:50])[CH3:51].[Cl:1][c:2]1[cH:3][cH:4][c:5](-[c:8]2[c:9](-[c:18]3[cH:19][cH:20][c:21]([Cl:24])[cH:22][cH:23]3)[c:10]3[n:11]([n:12][cH:13]2)[c:14](=[O:17])[nH:15][n:16]3)[cH:6][cH:7]1.[K+:35].[K+:36].[O-:37][C:38]([O-:39])=[O:40].[O:25]1[CH:26]([CH2:27][c:28]2[cH:29][cH:30][cH:31][cH:32][cH:33]2)[CH2:34]1.[O:41]=[CH:42][N:43]([CH3:44])[CH3:45]>>[Cl:1][c:2]1[cH:3][cH:4][c:5](-[c:8]2[c:9](-[c:18]3[cH:19][cH:20][c:21]([Cl:24])[cH:22][cH:23]3)[c:10]3[n:11]([n:12][cH:13]2)[c:14](=[O:17])[n:15]([CH2:34][CH:26]([OH:25])[CH2:27][c:28]2[cH:29][cH:30][cH:31][cH:32][cH:33]2)[n:16]3)[cH:6][cH:7]1. Reactants: C1CCOC1, [Li]CCCC, Clc1cccc(Cl)n1, CI. Product: Cc1cc(Cl)nc(Cl)c1. Reaction SMILES: [CH2:16]1[O:17][CH2:18][CH2:19][CH2:20]1.[CH3:1][CH2:2][CH2:3][CH2:4][Li:5].[Cl:6][c:7]1[n:8][c:9]([Cl:13])[cH:10][cH:11][cH:12]1.[I:14][CH3:15]>>[CH3:1][c:11]1[cH:10][c:9]([Cl:13])[n:8][c:7]([Cl:6])[cH:12]1.